This data is from the Open Reaction Database (ORD), a public repository of structured organic reaction records. The task is: describe an organic reaction: reactants, conditions, products, and yield Starting materials: NCCN1C(NC2=CC=CC=C2C1=O)=O (3-(2-aminoethyl)-2,4(1H,3H)-quinazolinedione), O=C1O[C@@H](CN1C=1C=CC=2SCC(NC2N1)=O)COS(=O)(=O)C (methanesulfonic acid (S)-2-oxo-3-(3-oxo-3,4-dihydro-2H-pyrido[3,2-b][1,4]thiazin-6-yl)-oxazolidin-5-ylmethyl ester). The product is O=C1O[C@@H](CN1C=1C=CC=2SCC(NC2N1)=O)CNCCN1C(NC2=CC=CC=C2C1=O)=O (3-(2-{[(R)-2-oxo-3-(3-oxo-3,4-dihydro-2H-pyrido[3,2-b][1,4]thiazin-6-yl)-oxazolidin-5-ylmethyl]-amino}-ethyl)-1H-quinazoline-2,4-dione). Yield: 18.0%. Reaction SMILES: [NH2:1][CH2:2][CH2:3][N:4]1[C:13](=[O:14])[C:12]2[C:7](=[CH:8][CH:9]=[CH:10][CH:11]=2)[NH:6][C:5]1=[O:15].[O:16]=[C:17]1[N:21]([C:22]2[CH:23]=[CH:24][C:25]3[S:26][CH2:27][C:28](=[O:32])[NH:29][C:30]=3[N:31]=2)[CH2:20][C@@H:19]([CH2:33]OS(C)(=O)=O)[O:18]1>>[O:16]=[C:17]1[N:21]([C:22]2[CH:23]=[CH:24][C:25]3[S:26][CH2:27][C:28](=[O:32])[NH:29][C:30]=3[N:31]=2)[CH2:20][C@@H:19]([CH2:33][NH:1][CH2:2][CH2:3][N:4]2[C:13](=[O:14])[C:12]3[C:7](=[CH:8][CH:9]=[CH:10][CH:11]=3)[NH:6][C:5]2=[O:15])[O:18]1. Procedure: Starting from 3-(2-aminoethyl)-2,4(1H,3H)-quinazolinedione (prepared according to J. Med. Chem. (1992), 35(26), 4903-10) and methanesulfonic acid (S)-2-oxo-3-(3-oxo-3,4-dihydro-2H-pyrido[3,2-b][1,4]thiazin-6-yl)-oxazolidin-5-ylmethyl ester (prepared in analogy to its (R)-enantiomer, described in WO 2010/041194) and using Procedure F, the title compound was obtained as a yellow solid (21 mg; 18% yield). Starting materials: CC(C)OC(=O)N1CCC(COc2ccc(Br)nc2)CC1, O=C([O-])[O-], COCCOC, [Na+], [Na+], OCc1ccc(B(O)O)cc1, Cl[Pd]Cl, c1ccc(P(c2ccccc2)c2ccccc2)cc1, c1ccc(P(c2ccccc2)c2ccccc2)cc1. Yields the product CC(C)OC(=O)N1CCC(COc2ccc(-c3ccc(CO)cc3)nc2)CC1. Reaction SMILES: [Br:12][c:13]1[cH:14][cH:15][c:16]([O:19][CH2:20][CH:21]2[CH2:22][CH2:23][N:24]([C:27](=[O:28])[O:29][CH:30]([CH3:31])[CH3:32])[CH2:25][CH2:26]2)[cH:17][n:18]1.[C:33](=[O:34])([O-:35])[O-:36].[CH3:80][O:81][CH2:82][CH2:83][O:84][CH3:85].[Na+:37].[Na+:38].[OH:1][CH2:2][c:3]1[cH:4][cH:5][c:6]([B:9]([OH:10])[OH:11])[cH:7][cH:8]1.[Pd:39]([Cl:40])[Cl:41].[c:42]1([P:43]([c:44]2[cH:45][cH:46][cH:47][cH:48][cH:49]2)[c:50]2[cH:51][cH:52][cH:53][cH:54][cH:55]2)[cH:56][cH:57][cH:58][cH:59][cH:60]1.[c:61]1([P:62]([c:63]2[cH:64][cH:65][cH:66][cH:67][cH:68]2)[c:69]2[cH:70][cH:71][cH:72][cH:73][cH:74]2)[cH:75][cH:76][cH:77][cH:78][cH:79]1>>[OH:1][CH2:2][c:3]1[cH:4][cH:5][c:6](-[c:13]2[cH:14][cH:15][c:16]([O:19][CH2:20][CH:21]3[CH2:22][CH2:23][N:24]([C:27](=[O:28])[O:29][CH:30]([CH3:31])[CH3:32])[CH2:25][CH2:26]3)[cH:17][n:18]2)[cH:7][cH:8]1.